Task: describe an organic reaction: reactants, conditions, products, and yield. Dataset: the Open Reaction Database (ORD), a public repository of structured organic reaction records As a reaction SMILES: [O:1]([CH2:9][CH2:10][CH:11]1[C:16](=[O:17])[NH:15][C:14]2[CH:18]=[CH:19][CH:20]=[CH:21][C:13]=2[O:12]1)[Si](C(C)(C)C)(C)C.Cl[CH2:23][CH2:24][CH2:25][CH2:26][CH3:27].[K+].[Br-]>>[OH:1][CH2:9][CH2:10][CH:11]1[C:16](=[O:17])[N:15]([CH2:23][CH2:24][CH2:25][CH2:26][CH3:27])[C:14]2[CH:18]=[CH:19][CH:20]=[CH:21][C:13]=2[O:12]1 |f:2.3|. Yield: 32.0%. The reactants are O([Si](C)(C)C(C)(C)C)CCC1OC2=C(NC1=O)C=CC=C2 (2-(2-tert-butyldimethylsiloxyethyl)-3,4-dihydro-3-oxo-2H-1,4-benzoxazine), ClCCCCC (1-chloropentane), [K+].[Br-] (KBr). Procedure: Prepared from 2-(2-tert-butyldimethylsiloxyethyl)-3,4-dihydro-3-oxo-2H-1,4-benzoxazine by Methods F and G, alkylating with 1-chloropentane in 32% yield and isolated as a colorless oil; IR (KBr) 3424, 2956, 2932, 1680, 1500, 1272, 1062, 749 cm-1 ; 1H NMR (CDCl3) δ 0.91 (t, J=6.8 Hz, 3H), 1.31-1.38 (m, 4H), 1.66 (br t, J=5.5 Hz, 2H), 2.08-2.29 (m, 2H), 2.59 (br s, 1H), 3.87-3.94 (m, 2H), 4.69 (dd, J=7.3, 5.8 Hz, 1H), 6.92-7.08 (m, 4H); Anal. Calc'd for C15H21NO3 : C, 68.42; H, 8.04; N, 5.32. Found... The product is OCCC1OC2=C(N(C1=O)CCCCC)C=CC=C2 (3,4-Dihydro-2-(2-hydroxyethyl)-3-oxo-4-pentyl-2H-1,4-benzoxazine).